This data is from the Open Reaction Database (ORD), a public repository of structured organic reaction records. The task is: describe an organic reaction: reactants, conditions, products, and yield The reactants are N[C@@H](CC1=CC=C(C=C1)O)C(=O)O.C[C@@H](C(=O)N[C@@H](CC1=CC=CC=C1)C(=O)O)N.NCC(=O)OC (H-Tyr ala-Phe Gly-OMe), Cl (HCl), CO (methyl alcohol), [OH-].[Na+] (NaOH). Solvent: O (H2O). The product is N[C@@H](CC1=CC=C(C=C1)O)C(=O)O.C[C@@H](C(=O)N[C@@H](CC1=CC=CC=C1)C(=O)O)N.NCC(=O)O (H-Tyr ala-Phe Gly-OH). As a reaction SMILES: [NH2:1][C@H:2]([C:11]([OH:13])=[O:12])[CH2:3][C:4]1[CH:9]=[CH:8][C:7]([OH:10])=[CH:6][CH:5]=1.[CH3:14][C@H:15]([NH2:30])[C:16]([NH:18][C@H:19]([C:27]([OH:29])=[O:28])[CH2:20][C:21]1[CH:26]=[CH:25][CH:24]=[CH:23][CH:22]=1)=[O:17].[NH2:31][CH2:32][C:33]([O:35]C)=[O:34].CO.[OH-].[Na+].Cl>O>[NH2:1][C@H:2]([C:11]([OH:13])=[O:12])[CH2:3][C:4]1[CH:5]=[CH:6][C:7]([OH:10])=[CH:8][CH:9]=1.[CH3:14][C@H:15]([NH2:30])[C:16]([NH:18][C@H:19]([C:27]([OH:29])=[O:28])[CH2:20][C:21]1[CH:26]=[CH:25][CH:24]=[CH:23][CH:22]=1)=[O:17].[NH2:31][CH2:32][C:33]([OH:35])=[O:34] |f:0.1.2,4.5,8.9.10|. Procedure: Alternatively, 0.10 g peptide ester (16) are suspended in 5 ml H2O and 3 ml methyl alcohol and saponified with 0.32 ml 1 N NaOH for 90 min. at room temperature. 0.32 ml 1 N HCl are added, and the solution concentrated in vacuo. By dilution with 95% ethanol 0.08 g of the title compound (17) is obtained, m.p. 250°-252° C. (dec.); [α]D28 -2.8° (C=1, DMF), RfC =0.56. Amino acid ratios: Gly 1.04; ala 0.94; Tyr 1.00; Phe 1.05. The reactants are CCOCC, C(=Cc1nc2ccccc2[nH]1)c1ccccc1, Cl, Fc1cccc(F)n1, C(=Cc1nc2ccccc2n1-c1ccccn1)c1ccccc1. Yields the product Fc1cccc(-n2c(C=Cc3ccccc3)nc3ccccc32)n1, Cl. RXN SMILES: [CH3:50][CH2:51][O:52][CH2:53][CH3:54].[CH:1](=[CH:2][c:3]1[cH:4][cH:5][cH:6][cH:7][cH:8]1)[c:9]1[n:10][c:11]2[c:12]([nH:13]1)[cH:14][cH:15][cH:16][cH:17]2.[ClH:49].[F:18][c:19]1[n:20][c:21]([F:25])[cH:22][cH:23][cH:24]1.[n:26]1[cH:27][cH:28][cH:29][cH:30][c:31]1-[n:32]1[c:33]2[cH:34][cH:35][cH:36][cH:37][c:38]2[n:39][c:40]1[CH:41]=[CH:42][c:43]1[cH:44][cH:45][cH:46][cH:47][cH:48]1>>[CH:1](=[CH:2][c:3]1[cH:4][cH:5][cH:6][cH:7][cH:8]1)[c:9]1[n:10][c:11]2[c:12]([n:13]1-[c:21]1[n:20][c:19]([F:18])[cH:24][cH:23][cH:22]1)[cH:14][cH:15][cH:16][cH:17]2.[ClH:49].